From a dataset of the Open Reaction Database (ORD), a public repository of structured organic reaction records. describe an organic reaction: reactants, conditions, products, and yield Starting materials: CCOC(C)=O, CCN(C(C)C)C(C)C, Clc1nc2ccccc2o1, CCOC(=O)C(C)(C)Oc1cccc(CCN)c1, C1CCOC1. Yields the product CCOC(=O)C(C)(C)Oc1cccc(CCNc2nc3ccccc3o2)c1. Reaction SMILES: [CH3:38][CH2:39][O:40][C:41](=[O:42])[CH3:43].[CH:19]([N:20]([CH:21]([CH3:22])[CH3:23])[CH2:24][CH3:25])([CH3:26])[CH3:27].[Cl:28][c:29]1[o:30][c:31]2[c:32]([n:33]1)[cH:34][cH:35][cH:36][cH:37]2.[NH2:1][CH2:2][CH2:3][c:4]1[cH:5][c:6]([O:7][C:8]([C:9](=[O:10])[O:11][CH2:12][CH3:13])([CH3:14])[CH3:15])[cH:16][cH:17][cH:18]1.[O:44]1[CH2:45][CH2:46][CH2:47][CH2:48]1>>[NH:1]([CH2:2][CH2:3][c:4]1[cH:5][c:6]([O:7][C:8]([C:9](=[O:10])[O:11][CH2:12][CH3:13])([CH3:14])[CH3:15])[cH:16][cH:17][cH:18]1)[c:29]1[o:30][c:31]2[c:32]([n:33]1)[cH:34][cH:35][cH:36][cH:37]2. Reactants: NCC1=NC=CC=C1 (2-aminomethylpyridine), C(=O)O (formic acid). The product is C=1N=CN2C1C=CC=C2 (Imidazo[1,5-a]pyridine), C(=O)NCC1=NC=CC=C1 (2-formamidomethylpyridine). RXN SMILES: [NH2:1][CH2:2][C:3]1[CH:8]=[CH:7][CH:6]=[CH:5][N:4]=1.[CH:9](O)=[O:10]>>[CH:2]1[N:1]=[CH:9][N:4]2[CH:5]=[CH:6][CH:7]=[CH:8][C:3]=12.[CH:9]([NH:1][CH2:2][C:3]1[CH:8]=[CH:7][CH:6]=[CH:5][N:4]=1)=[O:10]. Procedure details: A mixture of 32.4 g. of 2-aminomethylpyridine and 96 ml. of 97% formic acid is heated under reflux for 3.5 hrs. The resulting solution is subjected to vacuum distillation, the desired product, 2-formamidomethylpyridine, being isolated as a yellow oil crystallizes to a solid having a melting point at about room temperature. Reactants: O=C([O-])[O-], CS(=O)(=O)OCC1CCOC1, COc1nc2c(N)nc(OCCC3CC3)nc2[nH]1, O=C(O)C(F)(F)F, [K+], [K+], CN(C)C=O. Product: COc1nc2c(N)nc(OCCC3CC3)nc2n1CC1CCOC1. RXN SMILES: [C:26](=[O:27])([O-:28])[O-:29].[CH3:32][S:33]([O:34][CH2:37][CH:38]1[CH2:39][O:40][CH2:41][CH2:42]1)(=[O:35])=[O:36].[CH:8]1([CH2:11][CH2:12][O:13][c:14]2[n:15][c:16]([NH2:25])[c:17]3[n:18][c:19]([O:23][CH3:24])[nH:20][c:21]3[n:22]2)[CH2:9][CH2:10]1.[F:1][C:2]([F:3])([F:4])[C:5]([OH:6])=[O:7].[K+:30].[K+:31].[O:43]=[CH:44][N:45]([CH3:46])[CH3:47]>>[CH:8]1([CH2:11][CH2:12][O:13][c:14]2[n:15][c:16]([NH2:25])[c:17]3[n:18][c:19]([O:23][CH3:24])[n:20]([CH2:37][CH:38]4[CH2:39][O:40][CH2:41][CH2:42]4)[c:21]3[n:22]2)[CH2:9][CH2:10]1. Reactants: NC=1C=CC(=NC1)CC(=O)OC (methyl 2-(5-aminopyridin-2-yl)acetate), [H-].[Al+3].[Li+].[H-].[H-].[H-] (lithium aluminum hydride). The solvent is C1CCOC1 (THF). Conditions: time 2 hour. Product: NC=1C=CC(=NC1)CCO (2-(5-aminopyridin-2-yl)ethanol). Isolated yield 22.2%. Reaction SMILES: [NH2:1][C:2]1[CH:3]=[CH:4][C:5]([CH2:8][C:9](OC)=[O:10])=[N:6][CH:7]=1.[H-].[Al+3].[Li+].[H-].[H-].[H-]>C1COCC1>[NH2:1][C:2]1[CH:3]=[CH:4][C:5]([CH2:8][CH2:9][OH:10])=[N:6][CH:7]=1 |f:1.2.3.4.5.6|. Procedure: To a solution of methyl 2-(5-aminopyridin-2-yl)acetate (0.250 g, 1.5 mmol) in THF (20 mL) at 0° C. was added lithium aluminum hydride (1.0 M, 3.75 mL, 3.75 mmol). The mixture was warmed to rt and stirred for 2 h. After this time, the reaction was quenched with water and NaOH (2 M), dried over anhydrous sodium sulfate, filtered, and the filtrate was concentrated. The residue was purified by column chromatography (silica, dichloromethane/methanol) to afford the title compound (0.046 g, 22%) as an ...